From a dataset of the Open Reaction Database (ORD), a public repository of structured organic reaction records. describe an organic reaction: reactants, conditions, products, and yield Starting materials: COCC(C)NC(=O)c1cc(I)cc(-c2ccc(C)cc2)c1, [Cu]I, CC(=O)[O-], CC(=O)[O-], CN(C)C=O, [Pd+2], c1ccc(P(c2ccccc2)c2ccccc2)cc1, c1ccc2scnc2c1. Yields the product COCC(C)NC(=O)c1cc(-c2ccc(C)cc2)cc(-c2nc3ccccc3s2)c1. Reaction SMILES: [CH3:1][O:2][CH2:3][CH:4]([CH3:5])[NH:6][C:7](=[O:8])[c:9]1[cH:10][c:11](-[c:16]2[cH:17][cH:18][c:19]([CH3:22])[cH:20][cH:21]2)[cH:12][c:13]([I:15])[cH:14]1.[Cu:56][I:57].[O-:59][C:60]([CH3:61])=[O:62].[O-:63][C:64]([CH3:65])=[O:66].[O:51]=[CH:52][N:53]([CH3:54])[CH3:55].[Pd+2:58].[c:23]1([P:24]([c:25]2[cH:26][cH:27][cH:28][cH:29][cH:30]2)[c:31]2[cH:32][cH:33][cH:34][cH:35][cH:36]2)[cH:37][cH:38][cH:39][cH:40][cH:41]1.[cH:42]1[cH:43][cH:44][c:45]2[s:46][cH:47][n:48][c:49]2[cH:50]1>>[CH3:1][O:2][CH2:3][CH:4]([CH3:5])[NH:6][C:7](=[O:8])[c:9]1[cH:10][c:11](-[c:16]2[cH:17][cH:18][c:19]([CH3:22])[cH:20][cH:21]2)[cH:12][c:13](-[c:47]2[s:46][c:45]3[cH:44][cH:43][cH:42][cH:50][c:49]3[n:48]2)[cH:14]1. Starting materials: CC1=CC=C(C=C1)C=1C=CC2=C(C=C(CCC2)C(=O)NC2=CC=C(C=C2)CN(C)C2CCOCC2)C1 (2-(4-methylphenyl)-N-(4-((N-tetrahydropyran-4-yl-N-methylamino)methyl)phenyl)-6,7-dihydro-5 H-benzocycloheptene-8-carboxamide), CI (methyl iodide). Run in CN(C=O)C (dimethylformamide). The product is [I-].C[N+](C1CCOCC1)(CC1=CC=C(C=C1)NC(=O)C=1CCCC2=C(C1)C=C(C=C2)C2=CC=C(C=C2)C)C (N,N-dimethyl-N-(4-((2-(4-methylphenyl)-6,7-dihydro-5 H-benzocyclohepten-8-yl)carbonyl)aminobenzyl)-N-(4-tetrahydropyranyl)ammonium iodide). Reaction SMILES: [CH3:1][C:2]1[CH:7]=[CH:6][C:5]([C:8]2[CH:9]=[CH:10][C:11]3[CH2:17][CH2:16][CH2:15][C:14]([C:18]([NH:20][C:21]4[CH:26]=[CH:25][C:24]([CH2:27][N:28]([CH:30]5[CH2:35][CH2:34][O:33][CH2:32][CH2:31]5)[CH3:29])=[CH:23][CH:22]=4)=[O:19])=[CH:13][C:12]=3[CH:36]=2)=[CH:4][CH:3]=1.[CH3:37][I:38]>CN(C)C=O>[I-:38].[CH3:29][N+:28]([CH3:37])([CH2:27][C:24]1[CH:25]=[CH:26][C:21]([NH:20][C:18]([C:14]2[CH2:15][CH2:16][CH2:17][C:11]3[CH:10]=[CH:9][C:8]([C:5]4[CH:6]=[CH:7][C:2]([CH3:1])=[CH:3][CH:4]=4)=[CH:36][C:12]=3[CH:13]=2)=[O:19])=[CH:22][CH:23]=1)[CH:30]1[CH2:31][CH2:32][O:33][CH2:34][CH2:35]1 |f:3.4|. Procedure details: A solution of 2-(4-methylphenyl)-N-(4-((N-tetrahydropyran-4-yl-N-methylamino)methyl)phenyl)-6,7-dihydro-5 H-benzocycloheptene-8-carboxamide (0.11 g) and methyl iodide (0.02 ml) in dimethylformamide (4 ml) was stirred at room temperature over night. The solvent was evaporated, and to the residue was added ethyl acetate. Precipitated crude crystal was filtered, which was recrystallized from ethanol-ethyl acetate to give N,N-dimethyl-N-(4-((2-(4-methylphenyl)-6,7-dihydro-5 H-benzocyclohepten-8-yl)c... Reactants: C=1(O)C(O)=CC=CC1 (catechol), ClC1=NC=C(C=C1)Cl (2,5-dichloropyridine). Run in C(Cl)Cl (methylene chloride). The product is C1(=C(C=CC=C1)OC1=NC=C(C=C1)Cl)OC1=NC=C(C=C1)Cl (2,2'-[1,2-Phenylenebis(oxy)]bis[5-chloropyridine]). As a reaction SMILES: [C:1]1([C:3](=[CH:5][CH:6]=[CH:7][CH:8]=1)[OH:4])[OH:2].Cl[C:10]1[CH:15]=[CH:14][C:13]([Cl:16])=[CH:12][N:11]=1>C(Cl)Cl>[C:3]1([O:4][C:10]2[CH:15]=[CH:14][C:13]([Cl:16])=[CH:12][N:11]=2)[CH:5]=[CH:6][CH:7]=[CH:8][C:1]=1[O:2][C:10]1[CH:15]=[CH:14][C:13]([Cl:16])=[CH:12][N:11]=1. Procedure details: A mixture of 3.0 grams (0.027 mole) catechol and 9.0 grams (0.06 mole) 2,5-dichloropyridine was heated as a melt under nitrogen for 7 hours at 175° followed by heating at 200° for 5 hours. The black residue was dissolved in a minimum amount of methylene chloride and chromatographed through a silica gel column using methylene chloride as the eluent. From the initial fractions, the desired product was isolated. Yield 1.5 g, m.p. 82°-84°; NMR (CDCl3): δ6.70 (d, 2H, ArH), 7.30 (s, 4H, ArH), 7.60 (AB... The reactants are COC(=O)C=1[C@@H](N=C(NC1CBr)C=1SC=CN1)C1=C(C=C(C=C1)F)Cl ((R)-6-bromomethyl-4-(2-chloro-4-fluoro-phenyl)-2-thiazol-2-yl-1,4-dihydro-pyrimidine-5-carboxylic acid methyl ester), ClC1=CC=C(C=O)C=C1 (4-chlorobenzaldehyde). The product is BrCC1=C(C(N=C(N1)C=1SC=CN1)C1=CC=C(C=C1)Cl)C(=O)OC (methyl 6-(bromomethyl)-4-(4-chlorophenyl)-2-thiazol-2-yl-1,4-dihydropyrimidine-5-carboxylate). As a reaction SMILES: [CH3:1][O:2][C:3]([C:5]1[C@H:6]([C:18]2[CH:23]=[CH:22][C:21](F)=[CH:20][C:19]=2Cl)[N:7]=[C:8]([C:13]2[S:14][CH:15]=[CH:16][N:17]=2)[NH:9][C:10]=1[CH2:11][Br:12])=[O:4].[Cl:26]C1C=CC(C=O)=CC=1>>[Br:12][CH2:11][C:10]1[NH:9][C:8]([C:13]2[S:14][CH:15]=[CH:16][N:17]=2)=[N:7][CH:6]([C:18]2[CH:23]=[CH:22][C:21]([Cl:26])=[CH:20][CH:19]=2)[C:5]=1[C:3]([O:2][CH3:1])=[O:4]. Procedure details: Compound C-4 was prepared in analogy to compound C by using 4-chlorobenzaldehyde instead of 2-chloro-4-fluorobenzaldehyde without chiral SFC separation of dihydropyrimidine intermediate in Scheme 1-1. Reactants: CC1(S[C@H]2N(C1C(=O)[O-])C([C@H]2NC(COC2=CC=CC=C2)=O)=O)C.[K+] (potassium (5R,6R)-2,2-dimethyl-6-phenoxyacetamidopenam-3-carboxylate), O(C1=CC=CC=C1)CC(=O)O (phenoxyacetic acid), C1(=CC=CC=C1)C(=[N+]=[N-])C1=CC=CC=C1 (diphenyldiazomethane). Run in O (water), ClCCl (dichloromethane). Conditions: time 10 minute. Product: CC1(S[C@H]2N(C1C(=O)OC(C1=CC=CC=C1)C1=CC=CC=C1)C([C@H]2NC(COC2=CC=CC=C2)=O)=O)C (Diphenylmethyl (5R,6R)-2,2-dimethyl-6-phenoxyacetamidopenam-3-carboxylate). The yield is 85.7%. RXN SMILES: [CH3:1][C:2]1([CH3:24])[CH:6]([C:7]([O-:9])=[O:8])[N:5]2[C:10](=[O:23])[C@@H:11]([NH:12][C:13](=[O:22])[CH2:14][O:15][C:16]3[CH:21]=[CH:20][CH:19]=[CH:18][CH:17]=3)[C@H:4]2[S:3]1.[K+].O(CC(O)=O)C1C=CC=CC=1.[C:37]1([C:43]([C:46]2[CH:51]=[CH:50][CH:49]=[CH:48][CH:47]=2)=[N+]=[N-])[CH:42]=[CH:41][CH:40]=[CH:39][CH:38]=1>O.ClCCl>[CH3:1][C:2]1([CH3:24])[CH:6]([C:7]([O:9][CH:43]([C:37]2[CH:42]=[CH:41][CH:40]=[CH:39][CH:38]=2)[C:46]2[CH:51]=[CH:50][CH:49]=[CH:48][CH:47]=2)=[O:8])[N:5]2[C:10](=[O:23])[C@@H:11]([NH:12][C:13](=[O:22])[CH2:14][O:15][C:16]3[CH:21]=[CH:20][CH:19]=[CH:18][CH:17]=3)[C@H:4]2[S:3]1 |f:0.1|. Procedure details: To a solution of potassium (5R,6R)-2,2-dimethyl-6-phenoxyacetamidopenam-3-carboxylate (10 g, 25.7 mM) and phenoxyacetic acid (2 g, 13.1 mM) in water (100 ml) was added a solution of diphenyldiazomethane (5.2 g, 27 mM) in dichloromethane (100 ml). The pH was adjusted to 4.0 and the mixture stirred for 10 minutes. After separation, the solvent was washed with water (100 ml), 5% w/v sodium bicarbonate solution (100 ml) and water (100 ml). The solvent was removed in vacuo to give the title compound ...